This data is from the Open Reaction Database (ORD), a public repository of structured organic reaction records. The task is: describe an organic reaction: reactants, conditions, products, and yield Reaction SMILES: [C:1]([C:5]1[CH:10]=[CH:9][C:8]([CH:11]2[CH2:20][C:19]3[C:14](=[CH:15][CH:16]=[CH:17][CH:18]=3)[CH2:13][N:12]2[CH3:21])=[CH:7][CH:6]=1)([CH3:4])([CH3:3])[CH3:2].[ClH:22]>CCOCC>[ClH:22].[C:1]([C:5]1[CH:10]=[CH:9][C:8]([CH:11]2[CH2:20][C:19]3[C:14](=[CH:15][CH:16]=[CH:17][CH:18]=3)[CH2:13][N:12]2[CH3:21])=[CH:7][CH:6]=1)([CH3:4])([CH3:2])[CH3:3] |f:3.4|. Procedure: In 50 ml of a solution containing 0.75 g of 3-(4-t-butylphenyl)-2-methyl-1,2,3,4-tetrahydroisoquinoline in ether, hydrogen chloride gas was bubbled for 40 minutes at room temperature under stirring. The generated crystals were collected by filtration and washed with ether to obtain 0.7 g of 3-(4-t-butylphenyl)-2-methyl-1,2,3,4-tetrahydroisoquinoline hydrogen chloride salt m.p.: decomposed at 243° C. Reactants: C(C)(C)(C)C1=CC=C(C=C1)C1N(CC2=CC=CC=C2C1)C (3-(4-t-butylphenyl)-2-methyl-1,2,3,4-tetrahydroisoquinoline), Cl (hydrogen chloride). Yields the product Cl.C(C)(C)(C)C1=CC=C(C=C1)C1N(CC2=CC=CC=C2C1)C (3-(4-t-butylphenyl)-2-methyl-1,2,3,4-tetrahydroisoquinoline hydrogen chloride salt). The solvent is solution, CCOCC (ether). Reactants: C(#N)C1=CC=C(C=C1)CN (4-cyanobenzenemethanamine), ClCCN=C=O (chloroethylisocyanate). Product: C(#N)C1=CC=C(C=C1)CNC(=O)NCCCl (1-[(4-cyanophenyl)methyl]-3-(2-chloroethyl)urea). RXN SMILES: [C:1]([C:3]1[CH:8]=[CH:7][C:6]([CH2:9][NH2:10])=[CH:5][CH:4]=1)#[N:2].[Cl:11][CH2:12][CH2:13][N:14]=[C:15]=[O:16]>>[C:1]([C:3]1[CH:8]=[CH:7][C:6]([CH2:9][NH:10][C:15]([NH:14][CH2:13][CH2:12][Cl:11])=[O:16])=[CH:5][CH:4]=1)#[N:2]. Procedure: The 4-cyanobenzenemethanamine obtainable by modified Gabriel synthesis, when reacted with chloroethylisocyanate, yields 1-[(4-cyanophenyl)methyl]-3-(2-chloroethyl)urea which when treated with potassium tert.butoxide in dimethylformamide is easily cyclised into the 1-[(4-cyanophenyl)methyl]-2-imidazo-lidinone; catalytic hydrogenation then leads to the desired 4-[(2-oxo-1-imidazolidinyl)methyl]benzenemethanamine. Starting materials: NCCS(=O)(=O)O (Taurine), [N+](=O)(O)[O-].NCCS(=O)(=O)O (Taurine Nitrate), [N+](=O)(O)[O-] (nitric acid). Solvent: O (water). Product: [N+](=O)(O)[O-].[N+](=O)(O)[O-].NCCS(=O)(=O)O (Taurine Dinitrate), [N+](=O)(O)[O-].[N+](=O)(O)[O-].[N+](=O)(O)[O-].NCCS(=O)(=O)O (Taurine Trinitrate). RXN SMILES: [N+:1]([O-:4])([OH:3])=[O:2].[NH2:5][CH2:6][CH2:7][S:8]([OH:11])(=[O:10])=[O:9].[N+:12]([O-:15])([OH:14])=[O:13].[NH2:16][CH2:17][CH2:18][S:19]([OH:22])(=[O:21])=[O:20]>O>[N+:1]([O-:4])([OH:3])=[O:2].[N+:12]([O-:15])([OH:14])=[O:13].[NH2:5][CH2:6][CH2:7][S:8]([OH:11])(=[O:10])=[O:9].[N+:1]([O-:4])([OH:3])=[O:2].[N+:1]([O-:4])([OH:3])=[O:2].[N+:1]([O-:4])([OH:3])=[O:2].[NH2:16][CH2:17][CH2:18][S:19]([OH:22])(=[O:21])=[O:20] |f:0.1,5.6.7,8.9.10.11|. Procedure details: Applicants have cost-effectively synthesized Taurine Nitrate by combining nitric acid and Taurine, mixing with water, and leaving to crystallize. Further nitratization can take place, yielding Taurine Dinitrate or Taurine Trinitrate. An alternative implementation may comprise using Nitrous Acid (HNO2) instead of Nitric Acid (HNO3), thus yielding Taurine Nitrite. Taurine Nitrite has the same effects as Taurine Nitrate, the only difference being that it requires one less step to yield Nitric Oxide... The reactants are ClC(=O)OCC (Ethyl chloroformate), C(O)([O-])=O.[Na+] (sodium hydrogencarbonate), [Na] (sodium), ON=C(C(=O)N)C#N (2-hydroxyimino-2-cyanoacetic acid amide), [Na] (sodium). The solvent is CC(=O)C (acetone), O (water). Conditions: temperature 0 celsius, time 1 hour. Product: C(C)OC(=O)ON=C(C(=O)N)C#N (2-ethoxycarbonyloxyimino-2-cyanoacetic acid amide). The yield is 87.9%. Reaction SMILES: [Na].[OH:2][N:3]=[C:4]([C:8]#[N:9])[C:5]([NH2:7])=[O:6].Cl[C:11]([O:13][CH2:14][CH3:15])=[O:12].C(=O)([O-])O.[Na+]>CC(C)=O.O>[CH2:14]([O:13][C:11]([O:2][N:3]=[C:4]([C:8]#[N:9])[C:5]([NH2:7])=[O:6])=[O:12])[CH3:15] |f:3.4,^1:0|. Reported procedure: To a mixture of water (100 ml) and acetone (15 ml), sodium salt of 2-hydroxyimino-2-cyanoacetic acid amide (19.6 g) is added, and the obtained solution in which a part of the sodium salt is present in a suspended state is cooled at 0°C. Ethyl chloroformate (15 g) is dropwise added thereto, and the resulting mixture is, after adjusted to pH 7 to 8 with the addition of an aqueous solution of sodium hydrogencarbonate, stirred at room temperature for 1 hour and then filtered to collect the precipita... RXN SMILES: [N+:1]([C:4]1[CH:5]=[N:6][C:7]2[C:12]([C:13]=1[OH:14])=[CH:11][CH:10]=[CH:9][CH:8]=2)([O-])=O>CO.[Pd]>[NH2:1][C:4]1[CH:5]=[N:6][C:7]2[C:12]([C:13]=1[OH:14])=[CH:11][CH:10]=[CH:9][CH:8]=2. The reactants are [N+](=O)([O-])C=1C=NC2=CC=CC=C2C1O (3-nitro-quinolin-4-ol). Procedure details: In a 100 ml flask, 3-nitro-quinolin-4-ol (500 mg, 2.629 mmol) was dissolved in methanol (50 ml) and 10% palladium on active carbon (1.2 g, 10 w/w %) was added thereto and then stirred for 3 hours at room temperature under hydrogen atmosphere. The reaction mixture was filtered on celite and then evaporated under reduced pressure to obtain brown liquid (445 mg, quantitative yield). Run at time 3 hour. The reagents and catalysts are [Pd] (palladium). The yield is 105.7%. Product: NC=1C=NC2=CC=CC=C2C1O (3-amino-quinolin-4-ol). Solvent: CO (methanol). Starting materials: Cl, C#Cc1cc(CN)cc(F)c1NS(C)(=O)=O, O=C(O)C=Cc1ccc(C(F)(F)F)nc1-c1ccsc1. The product is C#Cc1cc(CNC(=O)C=Cc2ccc(C(F)(F)F)nc2-c2ccsc2)cc(F)c1NS(C)(=O)=O. RXN SMILES: [ClH:17].[NH2:1][CH2:2][c:3]1[cH:4][c:5]([C:15]#[CH:16])[c:6]([NH:10][S:11](=[O:12])(=[O:13])[CH3:14])[c:7]([F:9])[cH:8]1.[s:18]1[cH:19][c:20](-[c:23]2[n:24][c:25]([C:34]([F:35])([F:36])[F:37])[cH:26][cH:27][c:28]2[CH:29]=[CH:30][C:31](=[O:32])[OH:33])[cH:21][cH:22]1>>[NH:1]([CH2:2][c:3]1[cH:4][c:5]([C:15]#[CH:16])[c:6]([NH:10][S:11](=[O:12])(=[O:13])[CH3:14])[c:7]([F:9])[cH:8]1)[C:31]([CH:30]=[CH:29][c:28]1[c:23](-[c:20]2[cH:19][s:18][cH:22][cH:21]2)[n:24][c:25]([C:34]([F:35])([F:36])[F:37])[cH:26][cH:27]1)=[O:32].